This data is from the Open Reaction Database (ORD), a public repository of structured organic reaction records. The task is: describe an organic reaction: reactants, conditions, products, and yield The reactants are ClCCl, [H][H], O=S1(=O)CC2(CCCCC2)C2OC2(c2ccccc2)c2ccccc21. The product is O=S1(=O)CC2(CCCCC2)C(O)C(c2ccccc2)c2ccccc21. Reaction SMILES: [CH2:28]([Cl:29])[Cl:30].[H:26][H:27].[c:1]1([C:7]23[CH:8]([O:9]2)[C:10]2([CH2:11][S:12](=[O:19])(=[O:20])[c:13]4[c:14]3[cH:15][cH:16][cH:17][cH:18]4)[CH2:21][CH2:22][CH2:23][CH2:24][CH2:25]2)[cH:2][cH:3][cH:4][cH:5][cH:6]1>>[c:1]1([CH:7]2[CH:8]([OH:9])[C:10]3([CH2:11][S:12](=[O:19])(=[O:20])[c:13]4[c:14]2[cH:15][cH:16][cH:17][cH:18]4)[CH2:21][CH2:22][CH2:23][CH2:24][CH2:25]3)[cH:2][cH:3][cH:4][cH:5][cH:6]1. The reactants are CO, CCOC(C)=O, Cl, C1CCOC1, CC(C)(C)OC(=O)N1CCN(c2nc(-c3ccccc3)co2)CC1. Yields the product c1ccc(-c2coc(N3CCNCC3)n2)cc1. RXN SMILES: [CH3:31][OH:32].[CH3:33][CH2:34][O:35][C:36](=[O:37])[CH3:38].[ClH:25].[O:26]1[CH2:27][CH2:28][CH2:29][CH2:30]1.[c:1]1(-[c:7]2[n:8][c:9]([N:12]3[CH2:13][CH2:14][N:15]([C:18]([O:19][C:20]([CH3:21])([CH3:22])[CH3:23])=[O:24])[CH2:16][CH2:17]3)[o:10][cH:11]2)[cH:2][cH:3][cH:4][cH:5][cH:6]1>>[c:1]1(-[c:7]2[n:8][c:9]([N:12]3[CH2:13][CH2:14][NH:15][CH2:16][CH2:17]3)[o:10][cH:11]2)[cH:2][cH:3][cH:4][cH:5][cH:6]1. Starting materials: C(C)(C)(C)P(C(C)(C)C)C(C)(C)C (Tri-t-butylphosphine), C(CCC)[Sn](C=C)(CCCC)CCCC (tributyl (vinyl) tin), IC1=CC=C(C=C1)N=C(C=COC1=CC=CC=C1)OC1=CC=CC=C1 (Phenyl N-(4-iodophenyl)-3-(phenoxy)acrylimidate), bis(benzylideneacetone)palladium (0), C([O-])([O-])=O.[Cs+].[Cs+] (cesium carbonate). The solvent is O1CCOCC1 (dioxane). Run at temperature 60 celsius, time 5 hour. Yields the product C(=C)C1=CC=C(C=C1)N=C(C=COC1=CC=CC=C1)OC1=CC=CC=C1 (phenyl N-(4-vinylphenyl)-3-(phenoxy)acrylimidate). Yield: 75.0%. RXN SMILES: I[C:2]1[CH:7]=[CH:6][C:5]([N:8]=[C:9]([O:19][C:20]2[CH:25]=[CH:24][CH:23]=[CH:22][CH:21]=2)[CH:10]=[CH:11][O:12][C:13]2[CH:18]=[CH:17][CH:16]=[CH:15][CH:14]=2)=[CH:4][CH:3]=1.C(=O)([O-])[O-].[Cs+].[Cs+].[C:32](P(C(C)(C)C)C(C)(C)C)(C)(C)[CH3:33].C([Sn](CCCC)(CCCC)C=C)CCC>O1CCOCC1>[CH:32]([C:2]1[CH:7]=[CH:6][C:5]([N:8]=[C:9]([O:19][C:20]2[CH:25]=[CH:24][CH:23]=[CH:22][CH:21]=2)[CH:10]=[CH:11][O:12][C:13]2[CH:18]=[CH:17][CH:16]=[CH:15][CH:14]=2)=[CH:4][CH:3]=1)=[CH2:33] |f:1.2.3|. Procedure: Phenyl N-(4-iodophenyl)-3-(phenoxy)acrylimidate (0.50 g), bis(benzylideneacetone)palladium (0) (0.023 g) and cesium carbonate (0.82 g) were suspended to dioxane (15 ml). Tri-t-butylphosphine (10 wt % in hexane: 0.24 g) and tributyl (vinyl) tin (0.44 g) were added thereto and it was stirred for four hours at room temperature and 60° C. for five hours. The unsolved matter was filtered off, and the filtrate was concentrated under reduced pressure. The residue was separated and purified by silica ge... The reactants are CCCCN=C=O, CCN(C(C)C)C(C)C, Fc1ccc(-c2nc3occn3c2-c2ccnc(NC3CCNCC3)n2)cc1, C1CCOC1. Yields the product CCCCNC(=O)N1CCC(Nc2nccc(-c3c(-c4ccc(F)cc4)nc4occn34)n2)CC1. Reaction SMILES: [CH2:38]([CH2:39][CH2:40][CH3:41])[N:42]=[C:43]=[O:44].[CH:29]([N:30]([CH2:31][CH3:32])[CH:33]([CH3:34])[CH3:35])([CH3:36])[CH3:37].[F:1][c:2]1[cH:3][cH:4][c:5](-[c:8]2[n:9][c:10]3[o:11][cH:12][cH:13][n:14]3[c:15]2-[c:16]2[n:17][c:18]([NH:22][CH:23]3[CH2:24][CH2:25][NH:26][CH2:27][CH2:28]3)[n:19][cH:20][cH:21]2)[cH:6][cH:7]1.[O:45]1[CH2:46][CH2:47][CH2:48][CH2:49]1>>[F:1][c:2]1[cH:3][cH:4][c:5](-[c:8]2[n:9][c:10]3[o:11][cH:12][cH:13][n:14]3[c:15]2-[c:16]2[n:17][c:18]([NH:22][CH:23]3[CH2:24][CH2:25][N:26]([C:43]([NH:42][CH2:38][CH2:39][CH2:40][CH3:41])=[O:44])[CH2:27][CH2:28]3)[n:19][cH:20][cH:21]2)[cH:6][cH:7]1. Reactants: B, COc1cc2nccc(Oc3ccc(NC(=O)COc4cc(C)cc(C)c4)cc3)c2cc1OC, Cl, [Na+], C1CCOC1, C1CCOC1, [OH-]. Product: COc1cc2nccc(Oc3ccc(NCCOc4cc(C)cc(C)c4)cc3)c2cc1OC. RXN SMILES: [BH3:40].[CH3:1][O:2][c:3]1[cH:4][c:5]2[c:6]([O:15][c:16]3[cH:17][cH:18][c:19]([NH:22][C:23]([CH2:24][O:25][c:26]4[cH:27][c:28]([CH3:33])[cH:29][c:30]([CH3:32])[cH:31]4)=[O:34])[cH:20][cH:21]3)[cH:7][cH:8][n:9][c:10]2[cH:11][c:12]1[O:13][CH3:14].[ClH:41].[Na+:43].[O:35]1[CH2:36][CH2:37][CH2:38][CH2:39]1.[O:44]1[CH2:45][CH2:46][CH2:47][CH2:48]1.[OH-:42]>>[CH3:1][O:2][c:3]1[cH:4][c:5]2[c:6]([O:15][c:16]3[cH:17][cH:18][c:19]([NH:22][CH2:23][CH2:24][O:25][c:26]4[cH:27][c:28]([CH3:33])[cH:29][c:30]([CH3:32])[cH:31]4)[cH:20][cH:21]3)[cH:7][cH:8][n:9][c:10]2[cH:11][c:12]1[O:13][CH3:14]. Starting materials: S(=O)(=O)([O-])S(=O)[O-].[Na+].[Na+] (sodium metabisulfite), CSC1=C(C=C(C(=O)O)C=C1)[N+](=O)[O-].CS(=O)C1=C(C=C(C(=O)O)C=C1)[N+](=O)[O-] (4-Methanesulphinyl-3-nitrobenzoic acid 4-Methylthio-3-nitrobenzoic acid), peroxide, OO (H2O2). Solvent: C(C)(=O)O (acetic acid). Conditions: time 4 day. Yields the product CS(=O)C1=C(C=C(C(=O)O)C=C1)[N+](=O)[O-] (4-methanesulphinyl-3-nitrobenzoic acid). The yield is 181.5%. As a reaction SMILES: CSC1C=CC(C(O)=O)=CC=1[N+]([O-])=O.[CH3:15][S:16]([C:18]1[CH:26]=[CH:25][C:21]([C:22]([OH:24])=[O:23])=[CH:20][C:19]=1[N+:27]([O-:29])=[O:28])=[O:17].OO.S(S([O-])=O)([O-])(=O)=O.[Na+].[Na+]>C(O)(=O)C>[CH3:15][S:16]([C:18]1[CH:26]=[CH:25][C:21]([C:22]([OH:24])=[O:23])=[CH:20][C:19]=1[N+:27]([O-:29])=[O:28])=[O:17] |f:0.1,3.4.5|. Reported procedure: The starting materials were prepared as follows: 4-Methanesulphinyl-3-nitrobenzoic acid 4-Methylthio-3-nitrobenzoic acid (4.36 g, 20 mM) was dissolved in acetic acid (200 ml), and treated at ambient temperature with H2O2 (2.5 ml, 30%, 22 mN). After stirring at ambient temperature for 4 days, excess peroxide was decomposed with sodium metabisulfite, and solvent evaporated. The residue was purified by chromatography on silica, eluting with methanol, to give 4-methanesulphinyl-3-nitrobenzoic acid (... Reactants: CC1=CC(C(=C(O1)C1=CC=CC=C1)C(=O)NC1=CC=CC=C1)=O (6-methyl-4-oxo-N,2-diphenyl-4-H-pyran-3-carboxamide), C(C1=CC=CC=C1)N (benzylamine). Run in C(C)O (ethanol). The product is CC1=CC(C(=C(N1CCCCC)C1=CC=CC=C1)C(=O)NC1=CC=CC=C1)=O (1,4-dihydro-6-methyl-4-oxo-N,2-diphenyl-1-pentyl-3-pyridinecarboxamide). Yield: 57.9%. RXN SMILES: [CH3:1][C:2]1O[C:6]([C:8]2[CH:13]=[CH:12][CH:11]=[CH:10][CH:9]=2)=[C:5]([C:14]([NH:16][C:17]2[CH:22]=[CH:21][CH:20]=[CH:19][CH:18]=2)=[O:15])[C:4](=[O:23])[CH:3]=1.[CH2:24]([NH2:31])[C:25]1C=C[CH:28]=[CH:27][CH:26]=1>C(O)C>[CH3:1][C:2]1[N:31]([CH2:24][CH2:25][CH2:26][CH2:27][CH3:28])[C:6]([C:8]2[CH:13]=[CH:12][CH:11]=[CH:10][CH:9]=2)=[C:5]([C:14]([NH:16][C:17]2[CH:22]=[CH:21][CH:20]=[CH:19][CH:18]=2)=[O:15])[C:4](=[O:23])[CH:3]=1. Procedure details: 1 g (3.23 mmol) of 6-methyl-4-oxo-N,2-diphenyl-4-H-pyran-3-carboxamide and 590 mg (6.78 mmol) of benzylamine were dissolved in 10 ml of ethanol, and the resulted mixture was stirred over night at room temperature. Ethanol was removed under vacuo. The crystal residue was recrystallized from ethylacetate to afford 700 mg of the title compound having mp. 164°-165.5° C.